This data is from the Open Reaction Database (ORD), a public repository of structured organic reaction records. The task is: describe an organic reaction: reactants, conditions, products, and yield Starting materials: C(#N)CNC(=O)[C@H]1[C@@H](CCCC1)CS(=O)(=O)C1=CC=C(C=C1)F (trans-N-Cyanomethyl-2-(4-fluorobenzenesulfonylmethyl)cyclohexanecarboxamide), C([O-])([O-])=O.[K+].[K+] (potassium carbonate), SCC(=O)OCC (Ethyl 2-mercaptoacetate). Solvent: CN(C=O)C (dimethylformamide). Conditions: temperature 100 celsius, time 2 hour. The product is C(#N)CNC(=O)[C@H]1[C@@H](CCCC1)CS(=O)(=O)C1=CC=C(C=C1)SCC(=O)OCC (trans-N-cyanomethyl-2-(4-ethoxycarbonylmethylsulfanylbenzenesulfonyl-methyl)cyclohexanecarboxamide). Reaction SMILES: [C:1]([CH2:3][NH:4][C:5]([C@@H:7]1[CH2:12][CH2:11][CH2:10][CH2:9][C@H:8]1[CH2:13][S:14]([C:17]1[CH:22]=[CH:21][C:20](F)=[CH:19][CH:18]=1)(=[O:16])=[O:15])=[O:6])#[N:2].C(=O)([O-])[O-].[K+].[K+].[SH:30][CH2:31][C:32]([O:34][CH2:35][CH3:36])=[O:33]>CN(C)C=O>[C:1]([CH2:3][NH:4][C:5]([C@@H:7]1[CH2:12][CH2:11][CH2:10][CH2:9][C@H:8]1[CH2:13][S:14]([C:17]1[CH:22]=[CH:21][C:20]([S:30][CH2:31][C:32]([O:34][CH2:35][CH3:36])=[O:33])=[CH:19][CH:18]=1)(=[O:16])=[O:15])=[O:6])#[N:2] |f:1.2.3|. Reported procedure: trans-N-Cyanomethyl-2-(4-fluorobenzenesulfonylmethyl)cyclohexanecarboxamide (3.384 g, 10 mmol) and potassium carbonate (2.34 g, 17 mmol) were weighed into a 100 mL round bottom flask fitted with a stir bar and a cap. Ethyl 2-mercaptoacetate (1.86 mL) was added, followed by the addition of dimethylformamide (30 mL). The reaction vessel was flushed with nitrogen and then sealed with a cap. After stirring the reaction mixture at 100° C. for 2 h, the reaction mixture was allowed to stir overnight at... Reactants: CC1(C)NC(Cc2ccc(Br)cc2)C2C(=O)N(Cc3ccccc3)C(=O)C21, O=CO, [Na+], [OH-]. The product is CN1C(Cc2ccc(Br)cc2)C2C(=O)N(Cc3ccccc3)C(=O)C2C1(C)C. RXN SMILES: [CH2:1]([c:2]1[cH:3][cH:4][cH:5][cH:6][cH:7]1)[N:8]1[C:9](=[O:27])[CH:10]2[C:11]([CH3:25])([CH3:26])[NH:12][CH:13]([CH2:17][c:18]3[cH:19][cH:20][c:21]([Br:24])[cH:22][cH:23]3)[CH:14]2[C:15]1=[O:16].[CH:28]([OH:29])=[O:30].[Na+:32].[OH-:31]>>[CH2:1]([c:2]1[cH:3][cH:4][cH:5][cH:6][cH:7]1)[N:8]1[C:9](=[O:27])[CH:10]2[C:11]([CH3:25])([CH3:26])[N:12]([CH3:28])[CH:13]([CH2:17][c:18]3[cH:19][cH:20][c:21]([Br:24])[cH:22][cH:23]3)[CH:14]2[C:15]1=[O:16].